Dataset: the Open Reaction Database (ORD), a public repository of structured organic reaction records. Task: describe an organic reaction: reactants, conditions, products, and yield The product is N(N)C1=NC2=CC=C(C=C2C(=N1)O)[N+](=O)[O-] (2-hydrazino-4-hydroxy-6-nitro-quinazoline). Run in O (water). As a reaction SMILES: Cl[C:2]1[N:11]=[C:10]([OH:12])[C:9]2[C:4](=[CH:5][CH:6]=[C:7]([N+:13]([O-:15])=[O:14])[CH:8]=2)[N:3]=1.O.[NH2:17][NH2:18]>O>[NH:17]([C:2]1[N:11]=[C:10]([OH:12])[C:9]2[C:4](=[CH:5][CH:6]=[C:7]([N+:13]([O-:15])=[O:14])[CH:8]=2)[N:3]=1)[NH2:18] |f:1.2|. Reported procedure: The wet product from Step A was dissolved in a mixture of 90 ml hydrazine hydrate and 900 ml of water and the mixture was stirred at 90°-100° C. until crystallization took place. The mixture was allowed to cool and was filtered. The product was washed with water and methanol and dried to obtain 97.2 g of 2-hydrazino-4-hydroxy-6-nitro-quinazoline in the form of a high melting, orange crystalline solid. Starting materials: ClC1=NC2=CC=C(C=C2C(=N1)O)[N+](=O)[O-] (2-chloro-4-hydroxy-6-nitro-quinazoline), O.NN (hydrazine hydrate). The reactants are [Si](C)(C)(C(C)(C)C)Cl (tert-butyldimethylsilyl chloride), BrC1=CC=C(O[C@H]([C@@H](CCC=2C=NC=CC2)O)C(C)C)C=C1 ((3R, 4S)-4-(4-bromophenoxy)-5-methyl-1-pyridin-3-yl-3-hexanol), O (Water), CCOCC (ether). Solvent: CN(C=O)C (dimethylformamide). Conditions: time 3 day. The product is BrC1=CC=C(OC(C(CCC=2C=NC=CC2)O[Si](C)(C)C(C)(C)C)C(C)C)C=C1 (3-[4-(4-Bromophenoxy)-3-(tert-butyldimethylsilanyloxy)-5-methylhexyl]pyridine). The yield is 57.3%. RXN SMILES: [Si:1](Cl)([C:4]([CH3:7])([CH3:6])[CH3:5])([CH3:3])[CH3:2].[Br:9][C:10]1[CH:30]=[CH:29][C:13]([O:14][C@@H:15]([CH:26]([CH3:28])[CH3:27])[C@H:16]([OH:25])[CH2:17][CH2:18][C:19]2[CH:20]=[N:21][CH:22]=[CH:23][CH:24]=2)=[CH:12][CH:11]=1.O.CCOCC>CN(C)C=O>[Br:9][C:10]1[CH:11]=[CH:12][C:13]([O:14][CH:15]([CH:26]([CH3:27])[CH3:28])[CH:16]([O:25][Si:1]([C:4]([CH3:7])([CH3:6])[CH3:5])([CH3:3])[CH3:2])[CH2:17][CH2:18][C:19]2[CH:20]=[N:21][CH:22]=[CH:23][CH:24]=2)=[CH:29][CH:30]=1. Reported procedure: Solid tert-butyldimethylsilyl chloride (0.46 g) was added to a solution of (3R, 4S)-4-(4-bromophenoxy)-5-methyl-1-pyridin-3-yl-3-hexanol (0.93 g) andimidazole (0.26 g) in dry dimethylformamide (12 ml) and the resulting solution stirred at room temperature for 3 days. Water (100 ml) and ether (100 ml) were added. The organic phase was separated, dried over anhydrous magnesium sulfate, filtered and concentrated under reduced pressure. The residue was purified by column chromatography over silica g... Reactants: BrC(Br)(Br)Br, CCc1cc(-c2noc(-c3ccc(Oc4ccccc4)cc3)n2)sc1CO, CCN(C(C)C)C(C)C, Cl, COC(=O)C1CNC1, c1ccc(P(c2ccccc2)c2ccccc2)cc1. The product is CCc1cc(-c2noc(-c3ccc(Oc4ccccc4)cc3)n2)sc1CN1CC(C(=O)OC)C1. Reaction SMILES: [C:28]([Br:29])([Br:30])([Br:31])[Br:32].[CH2:1]([CH3:2])[c:3]1[c:4]([CH2:26][OH:27])[s:5][c:6](-[c:8]2[n:9][o:10][c:11](-[c:13]3[cH:14][cH:15][c:16]([O:19][c:20]4[cH:21][cH:22][cH:23][cH:24][cH:25]4)[cH:17][cH:18]3)[n:12]2)[cH:7]1.[CH:61]([N:62]([CH2:63][CH3:64])[CH:65]([CH3:66])[CH3:67])([CH3:68])[CH3:69].[ClH:52].[NH:53]1[CH2:54][CH:55]([C:57](=[O:58])[O:59][CH3:60])[CH2:56]1.[c:33]1([P:34]([c:35]2[cH:36][cH:37][cH:38][cH:39][cH:40]2)[c:41]2[cH:42][cH:43][cH:44][cH:45][cH:46]2)[cH:47][cH:48][cH:49][cH:50][cH:51]1>>[CH2:1]([CH3:2])[c:3]1[c:4]([CH2:26][N:53]2[CH2:54][CH:55]([C:57](=[O:58])[O:59][CH3:60])[CH2:56]2)[s:5][c:6](-[c:8]2[n:9][o:10][c:11](-[c:13]3[cH:14][cH:15][c:16]([O:19][c:20]4[cH:21][cH:22][cH:23][cH:24][cH:25]4)[cH:17][cH:18]3)[n:12]2)[cH:7]1. Reactants: ClC1=NC=NC(=C1F)OCC#CC (4-chloro-6-(2-butynyloxy)-5-fluoropyrimidine), C([O-])([O-])=O.[K+].[K+] (potassium carbonate), FC1=C(C=CC=C1)O (2-fluorophenol), [Cl-].[NH4+] (ammonium chloride). Run in CN(C=O)C (N,N-dimethylformamide). Conditions: temperature 80 celsius, time 3 hour. The product is C(C#CC)OC1=NC=NC(=C1F)OC1=C(C=CC=C1)F (4-(2-butynyloxy)-6-(2-fluorophenoxy)-5-fluoropyrimidine). Isolated yield 79.9%. RXN SMILES: Cl[C:2]1[C:7]([F:8])=[C:6]([O:9][CH2:10][C:11]#[C:12][CH3:13])[N:5]=[CH:4][N:3]=1.C(=O)([O-])[O-].[K+].[K+].[F:20][C:21]1[CH:26]=[CH:25][CH:24]=[CH:23][C:22]=1[OH:27].[Cl-].[NH4+]>CN(C)C=O>[CH2:10]([O:9][C:6]1[C:7]([F:8])=[C:2]([O:27][C:22]2[CH:23]=[CH:24][CH:25]=[CH:26][C:21]=2[F:20])[N:3]=[CH:4][N:5]=1)[C:11]#[C:12][CH3:13] |f:1.2.3,5.6|. Reported procedure: To 2 ml of N,N-dimethylformamide were added 0.1 g of 4-chloro-6-(2-butynyloxy)-5-fluoropyrimidine, 0.1 g of potassium carbonate, and 0.07 g of 2-fluorophenol, followed by stirring at 80° C. for 3 hours. The reaction mixture was left for cooling to room temperature and poured into a saturated aqueous ammonium chloride solution, which was extracted three times with t-butyl methyl ether. The organic layers were combined, washed with brine, dried over anhydrous magnesium sulfate, and then concentrat... Reactants: Cc1cc(C)cc(Nc2ccccc2)c1, Cc1ccccc1, O=C(Cl)Cl. Product: Cc1cc(C)cc(N(C(=O)Cl)c2ccccc2)c1. As a reaction SMILES: [CH3:1][c:2]1[cH:3][c:4]([NH:9][c:10]2[cH:11][cH:12][cH:13][cH:14][cH:15]2)[cH:5][c:6]([CH3:8])[cH:7]1.[CH3:20][c:21]1[cH:22][cH:23][cH:24][cH:25][cH:26]1.[Cl:16][C:17]([Cl:18])=[O:19]>>[CH3:1][c:2]1[cH:3][c:4]([N:9]([c:10]2[cH:11][cH:12][cH:13][cH:14][cH:15]2)[C:17]([Cl:16])=[O:19])[cH:5][c:6]([CH3:8])[cH:7]1. The reactants are C(C)(=O)Cl (Acetyl chloride), COC1=CC=CC=2C1=CC=C1N=C3C=CC=C(C3=NC21)C(=O)O (4-Methoxy-benzo[a]phenazine-11-carboxylic acid). The solvent is CO (methanol). Product: COC(=O)C1=CC=CC2=NC3=CC=C4C(=C3N=C12)C=CC=C4OC (4-Methoxy-benzo[a]phenazine-11-carboxylic acid methyl ester). RXN SMILES: [C:1](Cl)(=O)C.[CH3:5][O:6][C:7]1[C:12]2=[CH:13][CH:14]=[C:15]3[C:24]([N:23]=[C:22]4[C:17]([CH:18]=[CH:19][CH:20]=[C:21]4[C:25]([OH:27])=[O:26])=[N:16]3)=[C:11]2[CH:10]=[CH:9][CH:8]=1>CO>[CH3:1][O:26][C:25]([C:21]1[C:22]2[C:17](=[N:16][C:15]3[C:24]([N:23]=2)=[C:11]2[CH:10]=[CH:9][CH:8]=[C:7]([O:6][CH3:5])[C:12]2=[CH:13][CH:14]=3)[CH:18]=[CH:19][CH:20]=1)=[O:27]. Procedure details: Acetyl chloride (4.6 mL) was added dropwise to a suspension of 4-methoxy-benzo[a]phenazine-11-carboxylic acid (II.1, see Reference Example 1A, 4.9 g) in methanol (50 mL). The mixture was heated to reflux for 4 hours. The volatiles were then removed in vacuo to yield the title compound as a dark solid (quantitative yield). The reactants are N,N′-carbonyldiimidazole, BrC1=C(C(=O)O)C=CC=C1C (2-Bromo-3-methylbenzoic acid), N1CCCC1 (Pyrrolidine). The solvent is C1CCOC1 (THF). Conditions: time 14 hour. Product: BrC1=C(C=CC=C1C)C(=O)N1CCCC1 ((2-bromo-3-methylphenyl)(pyrrolidin-1-yl)methanone). Reaction SMILES: [Br:1][C:2]1[C:10]([CH3:11])=[CH:9][CH:8]=[CH:7][C:3]=1[C:4]([OH:6])=O.[NH:12]1[CH2:16][CH2:15][CH2:14][CH2:13]1>C1COCC1>[Br:1][C:2]1[C:10]([CH3:11])=[CH:9][CH:8]=[CH:7][C:3]=1[C:4]([N:12]1[CH2:16][CH2:15][CH2:14][CH2:13]1)=[O:6]. Procedure: 2-Bromo-3-methylbenzoic acid (5.0 g, 23.3 mmol) was dissolved in THF (100 mL) and added N,N′-carbonyldiimidazole (4.52 g, 27.9 mmol). The reaction mixture was stirred at ambient temperature for 14 h. Pyrrolidine (6.8 mL, 81 mmol) was added in one portion. The mixture was stirred for 8 h and then partitioned between EtOAc and water. The organic layer was washed with water, diluted HCl, saturated bicarbonate, water and brine. The solution was then concentrated in vacuo to afford (2-bromo-3-methylp...